From a dataset of the Open Reaction Database (ORD), a public repository of structured organic reaction records. describe an organic reaction: reactants, conditions, products, and yield Reactants: C([O-])([O-])=O.[Cs+].[Cs+] (cesium carbonate), C1(=CC=CC=C1)P(C1=CC=CC=2C(C3=CC=CC(=C3OC12)P(C1=CC=CC=C1)C1=CC=CC=C1)(C)C)C1=CC=CC=C1 (4,5-bis(diphenylphosphino)-9,9-dimethylxanthene), FC(S(=O)(=O)OC1=C(C(=O)OC)C=CC=N1)(F)F (methyl 2-(trifluoromethylsulfonyloxy)nicotinate), NC1=NOC(=C1)C (3-amino-5-methylisoxazole). Reagents/catalysts: C=1C=CC(=CC1)/C=C/C(=O)/C=C/C2=CC=CC=C2.C=1C=CC(=CC1)/C=C/C(=O)/C=C/C2=CC=CC=C2.C=1C=CC(=CC1)/C=C/C(=O)/C=C/C2=CC=CC=C2.[Pd].[Pd] (tris(dibenzylideneacetone)dipalladium(0)). The solvent is C1(=CC=CC=C1)C (toluene). Conditions: temperature 80 celsius, time 1 hour. Product: CC1=CC(=NO1)NC1=C(C(=O)OC)C=CC=N1 (methyl 2-(5-methyl-3-isoxazolyl)aminonicotinate), product. The yield is 78.0%. RXN SMILES: FC(F)(F)S(O[C:7]1[N:16]=[CH:15][CH:14]=[CH:13][C:8]=1[C:9]([O:11][CH3:12])=[O:10])(=O)=O.[NH2:19][C:20]1[CH:24]=[C:23]([CH3:25])[O:22][N:21]=1.C(=O)([O-])[O-].[Cs+].[Cs+].C1(P(C2C=CC=CC=2)C2C3OC4C(=CC=CC=4P(C4C=CC=CC=4)C4C=CC=CC=4)C(C)(C)C=3C=CC=2)C=CC=CC=1>C1(C)C=CC=CC=1.C1C=CC(/C=C/C(/C=C/C2C=CC=CC=2)=O)=CC=1.C1C=CC(/C=C/C(/C=C/C2C=CC=CC=2)=O)=CC=1.C1C=CC(/C=C/C(/C=C/C2C=CC=CC=2)=O)=CC=1.[Pd].[Pd]>[CH3:25][C:23]1[O:22][N:21]=[C:20]([NH:19][C:7]2[N:16]=[CH:15][CH:14]=[CH:13][C:8]=2[C:9]([O:11][CH3:12])=[O:10])[CH:24]=1 |f:2.3.4,7.8.9.10.11|. Procedure details: 6.7 g (24 mmol) of methyl 2-(trifluoromethylsulfonyloxy)nicotinate and 3.0 g (31 mmol) of 3-amino-5-methylisoxazole were dissolved in toluene (100 mL), and 13.1 g (40 mmol) of cesium carbonate, 1.5 g (1.6 mmol) of tris(dibenzylideneacetone)dipalladium(0), and 1.9 g (3.4 mmol) of 4,5-bis(diphenylphosphino)-9,9-dimethylxanthene were added to the solution. The resulting mixture was heated and stirred for one hour at 80° C. The reaction mixture was cooled, and then the solvent was distilled off. The...